From a dataset of the Open Reaction Database (ORD), a public repository of structured organic reaction records. describe an organic reaction: reactants, conditions, products, and yield Starting materials: FC(C1=CC=2C(=NC=C(C2)CN)N1)(F)F (1-[2-(Trifluoromethyl)-1H-pyrrolo[2,3-b]pyridin-5-yl]methanamine), FC(C1=CC=2C(=NC=C(C2)CN)N1)(F)F (1-[2-(Trifluoromethyl)-1H-pyrrolo[2,3-b]pyridin-5-yl]methanamine), ClC1=NC=NC(=C1)C(C)(C)C (4-chloro-6-(1,1-dimethylethyl)pyrimidine), ClC1=NC=NC(=C1)C(C)(C)C (4-chloro-6-(1,1-dimethylethyl)pyrimidine), CCN(C(C)C)C(C)C (DIPEA). The solvent is CN1C(CCC1)=O (N-methyl-2-pyrrolidone), C(C)(=O)OCC (ethyl acetate). Conditions: temperature 120 celsius. Product: CC(C)(C)C1=CC(=NC=N1)NCC=1C=C2C(=NC1)NC(=C2)C(F)(F)F (6-(1,1-Dimethylethyl)-N-{[2-(trifluoromethyl)-1H-pyrrolo[2,3-b]pyridin-5-yl]methyl}-4-pyrimidinamine). Isolated yield 13.9%. As a reaction SMILES: [F:1][C:2]([F:15])([F:14])[C:3]1[NH:13][C:6]2=[N:7][CH:8]=[C:9]([CH2:11][NH2:12])[CH:10]=[C:5]2[CH:4]=1.Cl[C:17]1[CH:22]=[C:21]([C:23]([CH3:26])([CH3:25])[CH3:24])[N:20]=[CH:19][N:18]=1.CCN(C(C)C)C(C)C>CN1CCCC1=O.C(OCC)(=O)C>[CH3:24][C:23]([C:21]1[N:20]=[CH:19][N:18]=[C:17]([NH:12][CH2:11][C:9]2[CH:10]=[C:5]3[CH:4]=[C:3]([C:2]([F:1])([F:14])[F:15])[NH:13][C:6]3=[N:7][CH:8]=2)[CH:22]=1)([CH3:26])[CH3:25]. Procedure details: 1-[2-(Trifluoromethyl)-1H-pyrrolo[2,3-b]pyridin-5-yl]methanamine (Intermediate 5, 75 mg, 0.349 mmol), 4-chloro-6-(1,1-dimethylethyl)pyrimidine (Intermediate 10, 89 mg, 0.523 mmol) and DIPEA (0.122 mL, 0.697 mmol) were added together in N-methyl-2-pyrrolidone (2 mL) and the resulting mixture was heated at 120° C. for 2 hours and allowed to cool to room temperature. The reaction mixture was diluted with ethyl acetate and washed with water and brine. The organic layer was separated, dried under mag... The reactants are CCc1cn(C2CC(O)C(COC(c3ccccc3)(c3ccccc3)c3ccccc3)O2)c(=O)[nH]c1=O, CCI, [K+], C1COCCO1, [OH-], c1ccccc1. Yields the product CCOC1CC(n2cc(CC)c(=O)[nH]c2=O)OC1COC(c1ccccc1)(c1ccccc1)c1ccccc1. RXN SMILES: [CH2:1]([CH3:2])[c:3]1[c:4](=[O:37])[nH:5][c:6](=[O:36])[n:7]([CH:8]2[CH2:9][CH:10]([OH:11])[CH:12]([CH2:13][O:14][C:15]([c:16]3[cH:17][cH:18][cH:19][cH:20][cH:21]3)([c:22]3[cH:23][cH:24][cH:25][cH:26][cH:27]3)[c:28]3[cH:29][cH:30][cH:31][cH:32][cH:33]3)[O:34]2)[cH:35]1.[CH2:40]([CH3:41])[I:42].[K+:39].[O:49]1[CH2:50][CH2:51][O:52][CH2:53][CH2:54]1.[OH-:38].[cH:43]1[cH:44][cH:45][cH:46][cH:47][cH:48]1>>[CH2:1]([CH3:2])[c:3]1[c:4](=[O:37])[nH:5][c:6](=[O:36])[n:7]([CH:8]2[CH2:9][CH:10]([O:11][CH2:40][CH3:41])[CH:12]([CH2:13][O:14][C:15]([c:16]3[cH:17][cH:18][cH:19][cH:20][cH:21]3)([c:22]3[cH:23][cH:24][cH:25][cH:26][cH:27]3)[c:28]3[cH:29][cH:30][cH:31][cH:32][cH:33]3)[O:34]2)[cH:35]1. Starting materials: NC1=C(C=NC=2N1N=C(C2)C)C(=O)NN (7-Amino-2-methyl-pyrazolo[1,5-a]pyrimidine-6-carboxylic acid hydrazide), CCO (EtOH), Cl (HCl), N(=O)[O-].[Na+] (NaNO2). Solvent: O (water). Run at temperature 0 celsius, time 2 hour. Product: CC1=NN2C(N=CC=3NC(NC23)=O)=C1 (7-Methyl-1,3-dihydro-pyrazolo[5,1-b]purin-2-one). As a reaction SMILES: [NH2:1][C:2]1[N:7]2[N:8]=[C:9]([CH3:11])[CH:10]=[C:6]2[N:5]=[CH:4][C:3]=1C(NN)=O.C[CH2:17][OH:18].Cl.[N:20]([O-])=O.[Na+]>O>[CH3:11][C:9]1[CH:10]=[C:6]2[N:5]=[CH:4][C:3]3[NH:20][C:17](=[O:18])[NH:1][C:2]=3[N:7]2[N:8]=1 |f:3.4|. Procedure: A 100 mL flask containing Compound (10-1) (1.1 g, 5.0 mmol, 1 eq.), EtOH (25 mL), and 10% aqueous HCl (25 mL) was cooled to 0° C. by ice-water bath. Then NaNO2 (0.35 g, 5.0 mmol, 1 eq.) in water (8 mL) was added slowly. The mixture was stirred at that temperature for 2 hours, after which it was heated to 80° C. for 2 hours. After cooling and removal of the volatiles by rotary evaporation, the residue was treated with water (40 mL). The resulting precipitated solid was filtered and washed with wa... Starting materials: CC1(OCCO1)C=1SC=CC1 (2-Methyl-2-(2-thienyl)-1,3-dioxolan), C(=O)=O (carbon dioxide), CN(CCN(C)C)C (N,N,N', N'-tetramethylethylenediamine), C(CCC)[Li] (n-butyllithium). Run in O1CCCC1 (tetrahydrofuran). Conditions: temperature -78 celsius, time 2 hour. Product: C(C)(=O)C1=CC=C(S1)C(=O)O (5-acetyl-2-thiophenecarboxylic acid). As a reaction SMILES: [CH3:1][C:2]1([C:7]2[S:8][CH:9]=[CH:10][CH:11]=2)OCC[O:3]1.CN(C)CCN(C)C.C([Li])CCC.[C:25](=[O:27])=[O:26]>O1CCCC1>[C:2]([C:7]1[S:8][C:9]([C:25]([OH:27])=[O:26])=[CH:10][CH:11]=1)(=[O:3])[CH3:1]. Procedure: 2-Methyl-2-(2-thienyl)-1,3-dioxolan (6.6 g) (synthesized in accordance with the method described in Tetrahedron, 41, 3803 (1985)) was dissolved in tetrahydrofuran (200 ml), and N,N,N', N'-tetramethylethylenediamine (5.87 ml) was added. The mixture was cooled to -78° C., and n-butyllithium (1.6M in hexane, 25 ml) was slowly added dropwise. The mixture was stirred at the same temperature for 2 hours, and warmed slowly to room temperature for a period of 2 hours with introducing carbon dioxide gas.... Yields the product S1C=NC2=C1C=CC(=C2)C2=CC=C(NC)C=C2 (4-(benzo[d]thiazol-5-yl)-N-methylaniline). Reaction SMILES: Br[C:2]1[CH:9]=[CH:8][C:5]([NH:6][CH3:7])=[CH:4][CH:3]=1.CC1(C)C(C)(C)OB([C:18]2[CH:19]=[CH:20][C:21]3[S:25][CH:24]=[N:23][C:22]=3[CH:26]=2)O1>>[S:25]1[C:21]2[CH:20]=[CH:19][C:18]([C:2]3[CH:9]=[CH:8][C:5]([NH:6][CH3:7])=[CH:4][CH:3]=3)=[CH:26][C:22]=2[N:23]=[CH:24]1. Starting materials: BrC1=CC=C(NC)C=C1 (4-bromo-N-methylaniline), CC1(OB(OC1(C)C)C=1C=CC2=C(N=CS2)C1)C (5-(4,4,5,5-tetramethyl-1,3,2-dioxaborolan-2-yl)benzo[d]thiazole), solid. Procedure: Compound 4-(benzo[d]thiazol-5-yl)-N-methylaniline (W189) was prepared using the general procedure for Suzuki coupling reaction between 4-bromo-N-methylaniline (56 mg, 0.3 mmol) and 5-(4,4,5,5-tetramethyl-1,3,2-dioxaborolan-2-yl)benzo[d]thiazole (78 mg, 0.3 mmol), as a white solid (20 mg, 28%). 1H NMR (400 MHz, acetone-d6) δ 9.22 (s, 1 H), 8.22 (d, J=1.6 Hz, 1 H), 8.08 (d, J=8.4 Hz, 1 H), 7.71 (dd, J=8.4, 1.6 Hz, 1 H), 7.56 (m, 2 H), 6.72 (m, 2 H), 5.14 (brs, 1 H), 2.83 (s, 0.5 H), 2.82 (s, 0.5 H...